This data is from the Open Reaction Database (ORD), a public repository of structured organic reaction records. The task is: describe an organic reaction: reactants, conditions, products, and yield Starting materials: CC1(C)c2cccc(P(c3ccccc3)c3ccccc3)c2Oc2c(P(c3ccccc3)c3ccccc3)cccc21, COCCOC, CCN(C(C)C)C(C)C, O=C(Nc1cn2nc(I)ccc2n1)C1CC1, O=C(C=Cc1ccccc1)C=Cc1ccccc1, O=C(C=Cc1ccccc1)C=Cc1ccccc1, O=C(C=Cc1ccccc1)C=Cc1ccccc1, [Pd], [Pd], Sc1nnc2ccccn12. Product: O=C(Nc1cn2nc(Sc3nnc4ccccn34)ccc2n1)C1CC1. As a reaction SMILES: [CH3:27][C:28]1([CH3:29])[c:30]2[cH:31][cH:32][cH:33][c:34]([P:35]([c:36]3[cH:37][cH:38][cH:39][cH:40][cH:41]3)[c:42]3[cH:43][cH:44][cH:45][cH:46][cH:47]3)[c:48]2[O:49][c:50]2[c:51]1[cH:52][cH:53][cH:54][c:55]2[P:56]([c:57]1[cH:58][cH:59][cH:60][cH:61][cH:62]1)[c:63]1[cH:64][cH:65][cH:66][cH:67][cH:68]1.[CH3:78][O:79][CH2:80][CH2:81][O:82][CH3:83].[CH:69]([N:70]([CH2:71][CH3:72])[CH:73]([CH3:74])[CH3:75])([CH3:76])[CH3:77].[I:1][c:2]1[cH:3][cH:4][c:5]2[n:6]([n:7]1)[cH:8][c:9]([NH:11][C:12](=[O:13])[CH:14]1[CH2:15][CH2:16]1)[n:10]2.[O:104]=[C:105]([CH:106]=[CH:107][c:108]1[cH:109][cH:110][cH:111][cH:112][cH:113]1)[CH:114]=[CH:115][c:116]1[cH:117][cH:118][cH:119][cH:120][cH:121]1.[O:122]=[C:123]([CH:124]=[CH:125][c:126]1[cH:127][cH:128][cH:129][cH:130][cH:131]1)[CH:132]=[CH:133][c:134]1[cH:135][cH:136][cH:137][cH:138][cH:139]1.[O:86]=[C:87]([CH:88]=[CH:89][c:90]1[cH:91][cH:92][cH:93][cH:94][cH:95]1)[CH:96]=[CH:97][c:98]1[cH:99][cH:100][cH:101][cH:102][cH:103]1.[Pd:84].[Pd:85].[n:17]1[n:18][c:19]([SH:26])[n:20]2[c:21]1[cH:22][cH:23][cH:24][cH:25]2>>[c:2]1([S:26][c:19]2[n:18][n:17][c:21]3[n:20]2[cH:25][cH:24][cH:23][cH:22]3)[cH:3][cH:4][c:5]2[n:6]([n:7]1)[cH:8][c:9]([NH:11][C:12](=[O:13])[CH:14]1[CH2:15][CH2:16]1)[n:10]2.